From a dataset of the Open Reaction Database (ORD), a public repository of structured organic reaction records. describe an organic reaction: reactants, conditions, products, and yield Starting materials: C1(=CC=CC=C1)C=1N=CN(C1C1=CC=CC=C1)COCC[Si](C)(C)C (4,5-diphenyl-1-(2-trimethylsilanyl-ethoxymethyl)-1H-imidazole), [Li]CCCC (n-BuLi), CN(C)C=O (DMF). The product is C1(=CC=CC=C1)C=1N=C(N(C1C1=CC=CC=C1)COCC[Si](C)(C)C)C=O (4,5-Diphenyl-1-(2-trimethylsilanyl-ethoxymethyl)-1H-imidazole-2-carbaldehyde). Isolated yield 78.0%. RXN SMILES: [C:1]1([C:7]2[N:8]=[CH:9][N:10]([CH2:18][O:19][CH2:20][CH2:21][Si:22]([CH3:25])([CH3:24])[CH3:23])[C:11]=2[C:12]2[CH:17]=[CH:16][CH:15]=[CH:14][CH:13]=2)[CH:6]=[CH:5][CH:4]=[CH:3][CH:2]=1.[Li]CCCC.CN([CH:34]=[O:35])C>>[C:1]1([C:7]2[N:8]=[C:9]([CH:34]=[O:35])[N:10]([CH2:18][O:19][CH2:20][CH2:21][Si:22]([CH3:25])([CH3:24])[CH3:23])[C:11]=2[C:12]2[CH:13]=[CH:14][CH:15]=[CH:16][CH:17]=2)[CH:2]=[CH:3][CH:4]=[CH:5][CH:6]=1. Procedure details: Reaction of 4,5-diphenyl-1-(2-trimethylsilanyl-ethoxymethyl)-1H-imidazole (304 mg, 0.87 mmol), 2.5 M n-BuLi (452 uL, 1.13 mmol), and DMF (269 uL, 3.48 mmol) for 1 h at −40° C. gave the title compound (257 mg, 78%) as a yellow solid. 1H NMR (300 MHz, CDCl3) δ 0.00 (s, 9H), 0.89 (t, 2H, J=9.0 Hz), 3.58 (t, 2H, J=7.5 Hz), 5.61 (s, 2H), 7.26 (br s, 5H), 7.47 (br s, 5H), 9.95 (s, 1H). Starting materials: C(C)(C)(C)OC(=O)N1CCN(CC1)C(=O)C1=C(N(C2=C1C=NC=C2)C2=CC=C(C=C2)F)Cl (4-[2-Chloro-1-(4-fluoro-phenyl)-1H-pyrrolo[3,2-c]pyridine-3-carbonyl]-piperazine-1-carboxylic acid tert-butyl ester), FC=1C=CC(=C(C1)O)C (5-fluoro-2-methylphenol). Product: C(C)(C)(C)OC(=O)N1CCN(CC1)C(=O)C1=C(N(C2=C1C=NC=C2)C2=CC=C(C=C2)F)OC2=C(C=CC(=C2)F)C (4-[2-(5-Fluoro-2-methyl-phenoxy)-1-(4-fluoro-phenyl)-1H-pyrrolo[3,2-c]pyridine-3-carbonyl]-piperazine-1-carboxylic acid tert-butyl ester). As a reaction SMILES: [C:1]([O:5][C:6]([N:8]1[CH2:13][CH2:12][N:11]([C:14]([C:16]2[C:20]3[CH:21]=[N:22][CH:23]=[CH:24][C:19]=3[N:18]([C:25]3[CH:30]=[CH:29][C:28]([F:31])=[CH:27][CH:26]=3)[C:17]=2Cl)=[O:15])[CH2:10][CH2:9]1)=[O:7])([CH3:4])([CH3:3])[CH3:2].[F:33][C:34]1[CH:35]=[CH:36][C:37]([CH3:41])=[C:38]([OH:40])[CH:39]=1>>[C:1]([O:5][C:6]([N:8]1[CH2:13][CH2:12][N:11]([C:14]([C:16]2[C:20]3[CH:21]=[N:22][CH:23]=[CH:24][C:19]=3[N:18]([C:25]3[CH:30]=[CH:29][C:28]([F:31])=[CH:27][CH:26]=3)[C:17]=2[O:40][C:38]2[CH:39]=[C:34]([F:33])[CH:35]=[CH:36][C:37]=2[CH3:41])=[O:15])[CH2:10][CH2:9]1)=[O:7])([CH3:4])([CH3:3])[CH3:2]. Procedure: The crude title compound was prepared from the compound of step 5 (50.0 mg, 109 μmol) and 5-fluoro-2-methylphenol analogously as described in example 1, step 6. As a reaction SMILES: [CH2:1]([CH2:2][CH2:3][CH2:4][CH2:5][CH2:6][CH2:7][CH2:8][CH2:9][CH3:10])[C:11]([OH:12])([CH2:13][CH2:14][CH2:15][CH2:16][CH2:17][CH2:18][CH2:19][CH2:20][CH2:21][CH2:22][CH2:23][CH2:24][CH2:25][CH3:26])[CH2:27][CH2:28][CH2:29][CH2:30][CH2:31][CH2:32][CH2:33][CH2:34][CH2:35][CH3:36].[CH2:41]([Cl:42])[Cl:43].[Ca+2:39].[Cl-:37].[Cl-:38].[ClH:40]>>[CH2:1]([CH2:2][CH2:3][CH2:4][CH2:5][CH2:6][CH2:7][CH2:8][CH2:9][CH3:10])[C:11]([CH2:13][CH2:14][CH2:15][CH2:16][CH2:17][CH2:18][CH2:19][CH2:20][CH2:21][CH2:22][CH2:23][CH2:24][CH2:25][CH3:26])([CH2:27][CH2:28][CH2:29][CH2:30][CH2:31][CH2:32][CH2:33][CH2:34][CH2:35][CH3:36])[Cl:37]. Starting materials: CCCCCCCCCCCCCCC(O)(CCCCCCCCCC)CCCCCCCCCC, ClCCl, [Ca+2], [Cl-], [Cl-], Cl. The product is CCCCCCCCCCCCCCC(Cl)(CCCCCCCCCC)CCCCCCCCCC. Reaction SMILES: [Br:1]Br.[CH3:3][C:4]1[CH:9]=[CH:8][C:7]([CH3:10])=[CH:6][C:5]=1[O:11][CH3:12]>[Fe]>[Br:1][C:8]1[C:7]([CH3:10])=[CH:6][C:5]([O:11][CH3:12])=[C:4]([CH3:3])[CH:9]=1. Product: BrC1=CC(=C(C=C1C)OC)C (4-Bromo-2,5-dimethylanisole). The reagents and catalysts are [Fe] (Fe). The reactants are BrBr (Bromine), CC1=C(C=C(C=C1)C)OC (2,5-dimethylanisole), BrBr (bromine). Reported procedure: Bromine (291.5 g, 1835 mmol) was added dropwise to a mixture of 2,5-dimethylanisole (250 g, 1835 mmol) and Fe powder (3.25 g) while stirring. The commencement of the reaction could be observed by means of the evolution of gas. The remaining bromine was then added dropwise over a period of 30-40 minutes at room temperature while cooling on a water bath. The reaction mixture was stirred further for about 4 hours. The solution was subsequently separated from the Fe powder, a little chloroform was a... Reactants: C(=O)(OCC1C2=CC=CC=C2C2=CC=CC=C12)N(C(C(=O)O)C(C)C)C (N-fmoc-3-methyl-2-methylamino-butyric acid), COC=1C=C(C=CC1OC)S(=O)(=O)Cl (3,4-dimethoxybenzenesulfonyl chloride), BrCC(=O)OC (methyl bromoacetate), FC1=CC=C(N)C=C1 (4-fluoroaniline). Product: COC=1C=C(C=CC1OC)S(=O)(=O)N(C1=CC=C(C=C1)F)CC(=O)N[C@@H](C(C)C)C(=O)O (N-({[(3,4-Dimethoxyphenyl)sulfonyl]-4-fluoroanilino}acetyl)valine). RXN SMILES: [C:1]([N:18](C)[CH:19]([CH:23]([CH3:25])[CH3:24])[C:20]([OH:22])=[O:21])(OCC1C2C(=CC=CC=2)C2C1=CC=CC=2)=[O:2].Br[CH2:28]C(OC)=O.[F:33][C:34]1[CH:40]=[CH:39][C:37]([NH2:38])=[CH:36][CH:35]=1.[CH3:41][O:42][C:43]1[CH:44]=[C:45]([S:51](Cl)(=[O:53])=[O:52])[CH:46]=[CH:47][C:48]=1[O:49][CH3:50]>>[CH3:41][O:42][C:43]1[CH:44]=[C:45]([S:51]([N:38]([CH2:28][C:1]([NH:18][C@H:19]([C:20]([OH:22])=[O:21])[CH:23]([CH3:25])[CH3:24])=[O:2])[C:37]2[CH:39]=[CH:40][C:34]([F:33])=[CH:35][CH:36]=2)(=[O:53])=[O:52])[CH:46]=[CH:47][C:48]=1[O:49][CH3:50]. Procedure: Following the general method as outlined in Example 75, starting from N-fmoc-3-methyl-2-methylamino-butyric acid, methyl bromoacetate, 4-fluoroaniline and 3,4-dimethoxybenzenesulfonyl chloride, the title compound was obtained in >60% purity by LC/MS. (ESI+): 483. Reactants: CN1CCC(=O)CC1, CO, CS(=O)(=O)Nc1ccc2[nH]ccc2c1, [K+], [OH-]. The product is CN1CC=C(c2c[nH]c3ccc(NS(C)(=O)=O)cc23)CC1. Reaction SMILES: [CH3:17][N:18]1[CH2:19][CH2:20][C:21](=[O:24])[CH2:22][CH2:23]1.[CH3:25][OH:26].[CH3:3][S:4](=[O:5])(=[O:6])[NH:7][c:8]1[cH:9][c:10]2[cH:11][cH:12][nH:13][c:14]2[cH:15][cH:16]1.[K+:2].[OH-:1]>>[CH3:3][S:4](=[O:5])(=[O:6])[NH:7][c:8]1[cH:9][c:10]2[c:11]([C:21]3=[CH:20][CH2:19][N:18]([CH3:17])[CH2:23][CH2:22]3)[cH:12][nH:13][c:14]2[cH:15][cH:16]1. Reactants: Br, COc1cccc(C(=O)c2ccccc2)c1. Yields the product O=C(c1ccccc1)c1cccc(O)c1. RXN SMILES: [BrH:17].[CH3:1][O:2][c:3]1[cH:4][c:5]([C:6](=[O:7])[c:8]2[cH:9][cH:10][cH:11][cH:12][cH:13]2)[cH:14][cH:15][cH:16]1>>[OH:2][c:3]1[cH:4][c:5]([C:6](=[O:7])[c:8]2[cH:9][cH:10][cH:11][cH:12][cH:13]2)[cH:14][cH:15][cH:16]1.